The task is: describe an organic reaction: reactants, conditions, products, and yield. This data is from the Open Reaction Database (ORD), a public repository of structured organic reaction records. Reactants: CC1(OC([C@@H](O1)CC(=O)O)=O)C ((S)-(+)-2,2-dimethyl-5-oxo-1,3-dioxolane-4-acetic acid), [Si](C)(C)(C(C)(C)C)Cl (tert-butyldimethylsilyl chloride), C([C@@H](O)CC(=O)O)(=O)O (L-malic acid), N1C=NC=C1 (imidazole). The solvent is CN(C=O)C (N,N-dimethylformamide), C1(=CC=CC=C1)C (toluene). Run at temperature 22 celsius, time 18 hour. The product is CC1(OC(C(O1)CC(=O)O[Si](C)(C)C(C)(C)C)=O)C ((+)-2,2-Dimethyl-5-oxo-1,3-dioxolane-4-acetic acid, tert-butyldimethylsilyl ester). Isolated yield 95.6%. RXN SMILES: [CH3:1][C:2]1([CH3:12])[O:6][C@@H:5]([CH2:7][C:8]([OH:10])=[O:9])[C:4](=[O:11])[O:3]1.C(O)(=O)[C@H](CC(O)=O)O.N1C=CN=C1.[Si:27](Cl)([C:30]([CH3:33])([CH3:32])[CH3:31])([CH3:29])[CH3:28]>CN(C)C=O.C1(C)C=CC=CC=1>[CH3:1][C:2]1([CH3:12])[O:6][CH:5]([CH2:7][C:8]([O:10][Si:27]([C:30]([CH3:33])([CH3:32])[CH3:31])([CH3:29])[CH3:28])=[O:9])[C:4](=[O:11])[O:3]1. Reported procedure: A solution of (S)-(+)-2,2-dimethyl-5-oxo-1,3-dioxolane-4-acetic acid (13.20 g, 75.8 mmol), which was derived from L-malic acid by means known in the art, in N,N-dimethylformamide (25 ml) was treated at 22° C. with imidazole (10.56 g, 0.155 mmol) followed by tert-butyldimethylsilyl chloride (12.0 g, 79.6 mmol) and the resulting mixture was stirred at 22° C. for 18 h. The reaction mixture was then diluted with toluene (500 ml), washed with water (×3), saturated sodium bicarbonate and brine. After ... Starting materials: CN1N=C(C(=C1)CO)C (1,3-dimethyl-1H-pyrazol-4-methanol), C[N+]1(CCOCC1)[O-] (N-methyl morpholine N-oxide), C(CC)[N+](CCC)(CCC)CCC (tetrapropyl ammonium). Conditions: time 1 hour. Product: CN1N=C(C(=C1)C=O)C (1,3-dimethyl-1H-pyrazole-4-carboxaldehyde). Isolated yield 79.6%. RXN SMILES: [CH3:1][N:2]1[CH:6]=[C:5]([CH2:7][OH:8])[C:4]([CH3:9])=[N:3]1.C[N+]1([O-])CCOCC1.C([N+](CCC)(CCC)CCC)CC>>[CH3:1][N:2]1[CH:6]=[C:5]([CH:7]=[O:8])[C:4]([CH3:9])=[N:3]1. Procedure details: To a solution of 1,3-dimethyl-1H-pyrazol-4-methanol (0.33 g, 2.63 mmol), N-methyl morpholine N-oxide (0.37 g, 3.16 mmol), and crushed, dried, and activated 4 Å sieves (1.5 g) in anhydrous dichloromethane (20 ml), is added tetrapropyl ammonium peruthenate (0.09 g, 0.26 mmol). The reaction mixture is stirred for one hour at room temperature, then filtered through a silica gel plug and eluted with ethyl acetate. The filtrate is concentrated in vacuo to give 1,3-dimethyl-1H-pyrazole-4-carboxaldehyde... As a reaction SMILES: [N+:10](=[O:11])([O-:12])[c:13]1[cH:14][cH:15][c:16](-[c:19]2[cH:20][cH:21][c:22]([OH:25])[cH:23][cH:24]2)[cH:17][cH:18]1.[N:1]12[CH2:2][CH:3]([OH:9])[CH:4]([CH2:5][CH2:6]1)[CH2:7][CH2:8]2>>[N:1]12[CH2:2][CH:3]([O:9][c:22]3[cH:21][cH:20][c:19](-[c:16]4[cH:15][cH:14][c:13]([N+:10](=[O:11])[O-:12])[cH:18][cH:17]4)[cH:24][cH:23]3)[CH:4]([CH2:5][CH2:6]1)[CH2:7][CH2:8]2. Starting materials: O=[N+]([O-])c1ccc(-c2ccc(O)cc2)cc1, OC1CN2CCC1CC2. Product: O=[N+]([O-])c1ccc(-c2ccc(OC3CN4CCC3CC4)cc2)cc1.